This data is from the Open Reaction Database (ORD), a public repository of structured organic reaction records. The task is: describe an organic reaction: reactants, conditions, products, and yield The reactants are C([O-])([O-])=O.[K+].[K+] (Potassium carbonate), ClCC=1C=C(C=O)C=CC1OC (3-(chloromethyl)-4-methoxybenzaldehyde), OC1=C(C=C(C=C1C)NC(C)=O)C (N-(4-hydroxy-3,5-dimethylphenyl)acetamide). Reagents/catalysts: [I-].C(CCC)[N+](CCCC)(CCCC)CCCC (tetrabutylammonium iodide). The solvent is C(C)#N (acetonitrile). Conditions: temperature 150 celsius. Yields the product C(=O)C=1C=CC(=C(COC2=C(C=C(C=C2C)NC(C)=O)C)C1)OC (N-(4-(5-formyl-2-methoxybenzyloxy)-3,5-dimethylphenyl)acetamide). Yield: 56.0%. As a reaction SMILES: C(=O)([O-])[O-].[K+].[K+].Cl[CH2:8][C:9]1[CH:10]=[C:11]([CH:14]=[CH:15][C:16]=1[O:17][CH3:18])[CH:12]=[O:13].[OH:19][C:20]1[C:25]([CH3:26])=[CH:24][C:23]([NH:27][C:28](=[O:30])[CH3:29])=[CH:22][C:21]=1[CH3:31]>[I-].C([N+](CCCC)(CCCC)CCCC)CCC.C(#N)C>[CH:12]([C:11]1[CH:14]=[CH:15][C:16]([O:17][CH3:18])=[C:9]([CH:10]=1)[CH2:8][O:19][C:20]1[C:25]([CH3:26])=[CH:24][C:23]([NH:27][C:28](=[O:30])[CH3:29])=[CH:22][C:21]=1[CH3:31])=[O:13] |f:0.1.2,5.6|. Procedure details: A suspension of 2,6-dimethyl-4-nitrophenol (4a, 1.58 g, 9.45 mmol) in AcOH (20 ml), MeOH (15 ml), and THF (10 ml) in a hydrogenator vessel was treated with acetic anhydride (6 ml, 63.6 mmol) and PtO2 (200 mg, 0.881 mmol), pressurized to 50 p.s.i. with H2 and shaken for 24 h. The reaction mixture was returned to atmospheric pressure, diluted with EtOAc, washed with H2O, dried (MgSO4), filtered and concentrated under reduced pressure. N-(4-hydroxy-3,5-dimethylphenyl)acetamide (4b) was isolated as ... Starting materials: C(C)(C)(C)O[C@H](C(=O)OCC)C1=C2N3CCC(OCCCCC=4C=C(C(=CC4COCC4=NN2C(N=C1C)=C4)F)F)(CC3)C (ethyl (2S)-2-(tert-butoxy)-2-{15,16-difluoro-4,24-dimethyl-11,23-dioxa-1,5,7,8-tetraazapentacyclo[22.2.2.16,9.02,7.013,18]nonacosa-2,4,6(29),8,13(18),14,16-heptaen-3-yl}acetate), [OH-].[Na+] (NaOH). The solvent is CCO (EtOH). Yields the product C(C)(C)(C)O[C@H](C(=O)O)C1=C2N3CCC(OCCCCC=4C=C(C(=CC4COCC4=NN2C(N=C1C)=C4)F)F)(CC3)C ((2S)-2-(tert-butoxy)-2-{15,16-difluoro-4,24-dimethyl-11,23-dioxa-1,5,7,8-tetraazapentacyclo[22.2.2.16,9.02,7.013,18]nonacosa-2,4,6(29),8,13(18),14,16-heptaen-3-yl}acetic acid). The yield is 56.5%. As a reaction SMILES: [C:1]([O:5][C@@H:6]([C:12]1[C:37]([CH3:38])=[N:36][C:35]2=[CH:39][C:32]3=[N:33][N:34]2[C:13]=1[N:14]1[CH2:43][CH2:42][C:17]([CH3:44])([O:18][CH2:19][CH2:20][CH2:21][CH2:22][C:23]2[CH:24]=[C:25]([F:41])[C:26]([F:40])=[CH:27][C:28]=2[CH2:29][O:30][CH2:31]3)[CH2:16][CH2:15]1)[C:7]([O:9]CC)=[O:8])([CH3:4])([CH3:3])[CH3:2].[OH-].[Na+]>CCO>[C:1]([O:5][C@@H:6]([C:12]1[C:37]([CH3:38])=[N:36][C:35]2=[CH:39][C:32]3=[N:33][N:34]2[C:13]=1[N:14]1[CH2:43][CH2:42][C:17]([CH3:44])([O:18][CH2:19][CH2:20][CH2:21][CH2:22][C:23]2[CH:24]=[C:25]([F:41])[C:26]([F:40])=[CH:27][C:28]=2[CH2:29][O:30][CH2:31]3)[CH2:16][CH2:15]1)[C:7]([OH:9])=[O:8])([CH3:4])([CH3:2])[CH3:3] |f:1.2|. Reported procedure: A mixture of ethyl (2S)-2-(tert-butoxy)-2-{15,16-difluoro-4,24-dimethyl-11,23-dioxa-1,5,7,8-tetraazapentacyclo[22.2.2.16,9.02,7.013,18]nonacosa-2,4,6(29),8,13(18),14,16-heptaen-3-yl}acetate (60 mg, 0.098 mmol) and NaOH (3.90 mg, 0.098 mmol) in EtOH (2 mL) was refluxed for 2 h. It was then cooled to rt and purified by preparative HPLC to isolate (2S)-2-(tert-butoxy)-2-{15,16-difluoro-4,24-dimethyl-11,23-dioxa-1,5,7,8-tetraazapentacyclo[22.2.2.16,9.02,7.013,18]nonacosa-2,4,6(29),8,13(18),14,16-hep... Reactants: C1CC(=O)N(C1=O)Br (NBS), [O-]S(=O)[O-].[Na+].[Na+] (Na2SO3), FC1=C(C=CC(=C1)OC)C(C)C (2-fluoro-1-isopropyl-4-methoxybenzene), FC1=C(C=CC(=C1)OC)C(C)C (2-fluoro-1-isopropyl-4-methoxybenzene). The solvent is C(C)#N (acetonitrile). Run at temperature 35 celsius, time 3.5 hour. Product: BrC1=C(C=C(C(=C1)C(C)C)F)OC (1-bromo-4-fluoro-5-isopropyl-2-methoxybenzene), oil. Isolated yield 98.0%. As a reaction SMILES: [F:1][C:2]1[CH:7]=[C:6]([O:8][CH3:9])[CH:5]=[CH:4][C:3]=1[CH:10]([CH3:12])[CH3:11].C1C(=O)N([Br:20])C(=O)C1.[O-]S([O-])=O.[Na+].[Na+]>C(#N)C>[Br:20][C:5]1[CH:4]=[C:3]([CH:10]([CH3:12])[CH3:11])[C:2]([F:1])=[CH:7][C:6]=1[O:8][CH3:9] |f:2.3.4|. Reported procedure: 2-fluoro-1-isopropyl-4-methoxybenzene (compound of formula 3, Scheme 3) (34.3 g, 0.204 mol) was dissolved in acetonitrile (400 mL). The solution was warmed to 35° C., and NBS (40 g, 0.225 mol) was added in a single solid addition. The reaction was maintained at 35° C. and was completed in 3-4 hours. The reaction was quenched with 2M Na2SO3 (40 mL, 0.08 mol). The resulting mixture was concentrated to ¼ of the total volume and diluted with water (400 mL) and petroleum ether (300 mL). The organic l... Starting materials: CCN(C(C)C)C(C)C (DIPEA), ClC1=CC=C(C=C1)[C@@H](C)NC(=O)C1(CCNCC1)C#N ((R)—N-(1-(4-chlorophenyl)ethyl)-4-cyanopiperidine-4-carboxamide), ClC1=CC=C(C=C1)[C@@H](C)NC(=O)C1(CCNCC1)C#N ((R)—N-(1-(4-chlorophenyl)ethyl)-4-cyanopiperidine-4-carboxamide), C1=CNC2=C1C(=NC=N2)Cl (6-chloro-7-deazapurine). Run in CC(=O)N(C)C (DMA). Reaction conditions: temperature 90 celsius, time 3 hour. Product: ClC1=CC=C(C=C1)[C@@H](C)NC(=O)C1(CCN(CC1)C=1C2=C(N=CN1)NC=C2)C#N ((R)—N-(1-(4-chlorophenyl)ethyl)-4-cyano-1-(7H-pyrrolo[2,3-d]pyrimidin-4-yl)piperidine-4-carboxamide). Isolated yield 46.2%. RXN SMILES: CCN(C(C)C)C(C)C.[Cl:10][C:11]1[CH:16]=[CH:15][C:14]([C@H:17]([NH:19][C:20]([C:22]2([C:28]#[N:29])[CH2:27][CH2:26][NH:25][CH2:24][CH2:23]2)=[O:21])[CH3:18])=[CH:13][CH:12]=1.[CH:30]1[C:34]2[C:35](Cl)=[N:36][CH:37]=[N:38][C:33]=2[NH:32][CH:31]=1>CC(N(C)C)=O>[Cl:10][C:11]1[CH:12]=[CH:13][C:14]([C@H:17]([NH:19][C:20]([C:22]2([C:28]#[N:29])[CH2:23][CH2:24][N:25]([C:35]3[C:34]4[CH:30]=[CH:31][NH:32][C:33]=4[N:38]=[CH:37][N:36]=3)[CH2:26][CH2:27]2)=[O:21])[CH3:18])=[CH:15][CH:16]=1. Procedure details: DIPEA (1.101 mL, 6.17 mmol) was added to (R)—N-(1-(4-chlorophenyl)ethyl)-4-cyanopiperidine-4-carboxamide (Intermediate 44) (720 mg, 2.47 mmol) and 6-chloro-7-deazapurine (379 mg, 2.47 mmol) in DMA (50 mL) at 25° C. The resulting solution was stirred at 90° C. for 3 hours. The crude product was purified by ion exchange chromatography, using an SCX column. The desired product was eluted from the column using 7N ammonia/MeOH and pure fractions were evaporated to dryness to afford (R)—N-(1-(4-chloro...